Task: describe an organic reaction: reactants, conditions, products, and yield. Dataset: the Open Reaction Database (ORD), a public repository of structured organic reaction records Reactants: O.[OH-].[Li+] (Lithium hydroxide monohydrate), OC[C@H](CC)OC=1C=C(C=C(C1)C(=O)NC1=NN(C=C1)C)OC=1N=CC(=NC1)C(=O)OC (methyl 5-[(3-{[(1S)-1-(hydroxymethyl)propyl]oxy}-5-{[(1-methyl-1H-pyrazol-3-yl)amino]carbonyl}phenyl)oxy]pyrazine-2-carboxylate). Solvent: O (water), C1CCOC1 (THF). Run at time 16 hour. Yields the product OC[C@H](CC)OC=1C=C(C=C(C1)C(=O)NC1=NN(C=C1)C)OC=1N=CC(=NC1)C(=O)O (5-[(3-{[(1S)-1-(Hydroxymethyl)propyl]oxy}-5-{[(1-methyl-1H-pyrazol-3-yl)amino]carbonyl}phenyl)oxy]pyrazine-2-carboxylic acid). Isolated yield 46.8%. Reaction SMILES: O.[OH-].[Li+].[OH:4][CH2:5][C@@H:6]([O:9][C:10]1[CH:11]=[C:12]([O:25][C:26]2[N:27]=[CH:28][C:29]([C:32]([O:34]C)=[O:33])=[N:30][CH:31]=2)[CH:13]=[C:14]([C:16]([NH:18][C:19]2[CH:23]=[CH:22][N:21]([CH3:24])[N:20]=2)=[O:17])[CH:15]=1)[CH2:7][CH3:8]>O.C1COCC1>[OH:4][CH2:5][C@@H:6]([O:9][C:10]1[CH:11]=[C:12]([O:25][C:26]2[N:27]=[CH:28][C:29]([C:32]([OH:34])=[O:33])=[N:30][CH:31]=2)[CH:13]=[C:14]([C:16]([NH:18][C:19]2[CH:23]=[CH:22][N:21]([CH3:24])[N:20]=2)=[O:17])[CH:15]=1)[CH2:7][CH3:8] |f:0.1.2|. Procedure details: Lithium hydroxide monohydrate (6 mg, 0.14 mmol) in water (1 mL) was added to a solution of methyl 5-[(3-{[(1S)-1-(hydroxymethyl)propyl]oxy}-5-{[(1-methyl-1H-pyrazol-3-yl)amino]carbonyl}phenyl)oxy]pyrazine-2-carboxylate (25 mg, 0.06 mmol) in THF (1 mL). The mixture was allowed to stir at RT for 16 hours. The THF was removed in vacuo and the resulting solution was partitioned between water (10 mL) and ethyl acetate (25 mL), the ethyl acetate layer was washed with brine (10 mL) and dried (MgSO4). T...